This data is from the Open Reaction Database (ORD), a public repository of structured organic reaction records. The task is: describe an organic reaction: reactants, conditions, products, and yield The reactants are C(#N)CCCCC(CC1=CC=C(C(=O)OC)C=C1)CO (Methyl 4-(6-cyano-2-hydroxymethylhexyl)benzoate), [Cr](=O)(=O)([O-])Cl.[NH+]1=CC=CC=C1 (pyridinium chlorochromate). The solvent is ClCCl (dichloromethane). Run at time 12 hour. Product: C(#N)CCCCC(CC1=CC=C(C(=O)OC)C=C1)C=O (Methyl 4-(6-cyano-2-formylhexyl)benzoate). Yield: 92.0%. As a reaction SMILES: [C:1]([CH2:3][CH2:4][CH2:5][CH2:6][CH:7]([CH2:19][OH:20])[CH2:8][C:9]1[CH:18]=[CH:17][C:12]([C:13]([O:15][CH3:16])=[O:14])=[CH:11][CH:10]=1)#[N:2].[Cr](Cl)([O-])(=O)=O.[NH+]1C=CC=CC=1>ClCCl>[C:1]([CH2:3][CH2:4][CH2:5][CH2:6][CH:7]([CH:19]=[O:20])[CH2:8][C:9]1[CH:18]=[CH:17][C:12]([C:13]([O:15][CH3:16])=[O:14])=[CH:11][CH:10]=1)#[N:2] |f:1.2|. Procedure: A solution of 3.8 g (13.80 mmol) of methyl 4-(6-cyano-2-hydroxymethylhexyl)benzoate from Example 117A in 250 ml of dichloromethane is mixed with 3.57 g (16.56 mmol) of pyridinium chlorochromate (PCC) and stirred at room temperature for 12 hours. After conversion is complete, 10 g of silica gel are added and the solvent is cautiously concentrated to dryness in vacuo. The resulting residue is purified by flash chromatography on silica gel (mobile phase: cyclohexane/ethyl acetate 1:1). 3.49 g (92% ... Starting materials: Cl.C(C)(=N)N (acetamidine hydrochloride), [Na] (sodium), CCC(C(=O)OC)C(=O)OCC (diethyl methyl malonate). The solvent is CO (methanol). Reaction conditions: temperature 23 celsius. Yields the product CC1=NC(=C(C(=N1)O)C)O (2,5-Dimethyl-4,6-dihydroxypyrimidine). The yield is 88.8%. As a reaction SMILES: [Na].Cl.[C:3]([NH2:6])(=[NH:5])[CH3:4].C[CH2:8][CH:9]([C:14](OCC)=[O:15])[C:10](OC)=[O:11]>CO>[CH3:4][C:3]1[N:6]=[C:10]([OH:11])[C:9]([CH3:8])=[C:14]([OH:15])[N:5]=1 |f:1.2,^1:0|. Procedure details: According to the procedure of D. J. Brown et al., J. Chem. Soc. 1964, 3204, a solution of 9.2 g (400 mmol) of sodium metal dissolved in 200 mL of methanol was treated first with 19.8 g. (210 mmol) of acetamidine hydrochloride and then with 34.4 mL (34.8 g, 200 mmol) of diethyl methyl malonate. The reaction mixture was heated to reflux for 4 hours, cooled to 23° C., and filtered. The filtrate was concentrated in vacuo. The residue from the filtrate and the isolated solids were combined and dissol... Reactants: COC(\C=C\C=1C=C2C(CC3(CN(CCC3)C(=O)OC(C)(C)C)OC2=CC1)=O)=O ((±)-(E)-3-[1′-tert-butoxycarbonyl-4-oxo-spiro(chromane-2,3′-piperidine)-6-yl]-acrylic acid methyl ester), COC(\C=C\C=1C=C2C(CC3(CN(CCC3)C(=O)OC(C)(C)C)OC2=CC1)=O)=O ((±)-(E)-3-[1′-tert-butoxycarbonyl-4-oxo-spiro(chromane-2,3′-piperidine)-6-yl]-acrylic acid methyl ester), IC(C)C (2-iodopropane), C(=O)([O-])[O-].[K+].[K+] (K2CO3). The solvent is CC#N (CH3CN). Conditions: temperature 75 celsius, time 24 hour. Yields the product COC(\C=C\C=1C=C2C(CC3(CN(CCC3)C(C)C)OC2=CC1)=O)=O ((±)-(E)-3-[1′-isopropyl-4-oxo-spiro(chromane-2,3′-piperidine)-6-yl]-acrylic acid methyl ester). Isolated yield 82.6%. RXN SMILES: [CH3:1][O:2][C:3](=[O:29])/[CH:4]=[CH:5]/[C:6]1[CH:7]=[C:8]2[C:25](=[CH:26][CH:27]=1)[O:24][C:11]1([CH2:16][CH2:15][CH2:14][N:13](C(OC(C)(C)C)=O)[CH2:12]1)[CH2:10][C:9]2=[O:28].I[CH:31]([CH3:33])[CH3:32].C([O-])([O-])=O.[K+].[K+]>CC#N>[CH3:1][O:2][C:3](=[O:29])/[CH:4]=[CH:5]/[C:6]1[CH:7]=[C:8]2[C:25](=[CH:26][CH:27]=1)[O:24][C:11]1([CH2:16][CH2:15][CH2:14][N:13]([CH:31]([CH3:33])[CH3:32])[CH2:12]1)[CH2:10][C:9]2=[O:28] |f:2.3.4|. Procedure: A mixture of (±)-(E)-3-[4-oxo-spiro(chromane-2,3′-piperidine)-6-yl]-acrylic acid methyl ester hydrochloride (Intermediate 2, 300 mg, 0.888 mmol), 2-iodopropane (302 mg, 1.76 mmol) and K2CO3 (491 mg, 3.55 mmol) in CH3CN (40 ml) was stirred at 75° C. for 24 h. The solvent was removed and the residue was partitioned between EtOAc and H2O. The organic layer was dried over Na2SO4 and evaporated to dryness. The crude mixture was purified by column chromatography (eluent: DCM/MeOH 98:2) to give (±)-(E)... The reactants are Cc1c(COC(=O)C2C(C(OC(=O)c3ccccc3)C(Cl)(Cl)C(F)(F)F)C2(C)C)cccc1-c1ccccc1, CN(C)C=O, [Zn]. The product is Cc1c(COC(=O)C2C(C=C(Cl)C(F)(F)F)C2(C)C)cccc1-c1ccccc1. RXN SMILES: [CH3:1][C:2]1([CH3:39])[CH:3]([C:22](=[O:23])[O:24][CH2:25][c:26]2[c:27]([CH3:38])[c:28](-[c:32]3[cH:33][cH:34][cH:35][cH:36][cH:37]3)[cH:29][cH:30][cH:31]2)[CH:4]1[CH:5]([C:6]([C:7]([F:8])([F:9])[F:10])([Cl:11])[Cl:21])[O:12][C:13](=[O:14])[c:15]1[cH:16][cH:17][cH:18][cH:19][cH:20]1.[O:40]=[CH:41][N:42]([CH3:43])[CH3:44].[Zn:45]>>[CH3:1][C:2]1([CH3:39])[CH:3]([C:22](=[O:23])[O:24][CH2:25][c:26]2[c:27]([CH3:38])[c:28](-[c:32]3[cH:33][cH:34][cH:35][cH:36][cH:37]3)[cH:29][cH:30][cH:31]2)[CH:4]1[CH:5]=[C:6]([C:7]([F:8])([F:9])[F:10])[Cl:11]. Starting materials: CC(=O)O[BH-](OC(C)=O)OC(C)=O, Clc1cc(N2CCNCC2)c2ncccc2c1, [Na+], O=C1CCN(c2cccc3cccnc23)CC1. Product: Clc1cc(N2CCN(C3CCN(c4cccc5cccnc45)CC3)CC2)c2ncccc2c1. RXN SMILES: [C:35]([O:36][BH-:37]([O:38][C:39](=[O:40])[CH3:41])[O:42][C:43](=[O:44])[CH3:45])(=[O:46])[CH3:47].[Cl:1][c:2]1[cH:3][c:4]2[cH:5][cH:6][cH:7][n:8][c:9]2[c:10]([N:12]2[CH2:13][CH2:14][NH:15][CH2:16][CH2:17]2)[cH:11]1.[Na+:48].[n:18]1[cH:19][cH:20][cH:21][c:22]2[cH:23][cH:24][cH:25][c:26]([N:28]3[CH2:29][CH2:30][C:31](=[O:34])[CH2:32][CH2:33]3)[c:27]12>>[Cl:1][c:2]1[cH:3][c:4]2[cH:5][cH:6][cH:7][n:8][c:9]2[c:10]([N:12]2[CH2:13][CH2:14][N:15]([CH:31]3[CH2:30][CH2:29][N:28]([c:26]4[cH:25][cH:24][cH:23][c:22]5[cH:21][cH:20][cH:19][n:18][c:27]54)[CH2:33][CH2:32]3)[CH2:16][CH2:17]2)[cH:11]1. Reactants: BrC1=CC=C(C(=O)NN)C=C1 (4-bromobenzoic hydrazide), C(C)(OCC)(OCC)OCC (triethyl orthoacetate). Isolated yield 87.0%. The product is BrC1=CC=C(C=C1)C=1OC(=NN1)C (2-(4-Bromophenyl)-5-methyl-1,3,4-oxadiazole). As a reaction SMILES: [Br:1][C:2]1[CH:11]=[CH:10][C:5]([C:6]([NH:8][NH2:9])=[O:7])=[CH:4][CH:3]=1.[C:12](OCC)(OCC)(OCC)[CH3:13]>>[Br:1][C:2]1[CH:11]=[CH:10][C:5]([C:6]2[O:7][C:12]([CH3:13])=[N:9][N:8]=2)=[CH:4][CH:3]=1. Reported procedure: A stirred suspension of 4-bromobenzoic hydrazide (4.0 g, 18.6 mmol) in triethyl orthoacetate (15 ml) was heated under reflux for 24 h. The reaction mixture was cooled and the precipitate filtered, washed with 60-80° C. petroleum ether (20 ml) and dried to give the title compound as a yellow solid (3.86 g, 87%).